Dataset: the Open Reaction Database (ORD), a public repository of structured organic reaction records. Task: describe an organic reaction: reactants, conditions, products, and yield Reactants: [OH-].[Na+] (sodium hydroxide), ClC=1C(=C(N(Cl)Cl)C=CC1)Cl.ClC1=C(C(=C(C(=C1N)Cl)Cl)Cl)Cl (tetrachloroaniline pentachloroaniline), C1(=CC=CC=C1O)C (o-cresol), Cl (hydrochloric acid), [H][H] (hydrogen). Reagents/catalysts: [Pd].C (Pd charcoal), [Ta] (tantalum). Run in O (water), C1(=CC=CC=C1)C (toluene). Yields the product ClC=1C=C(N)C=C(C1)Cl (3,5-dichloroaniline). Reaction SMILES: ClC1C(Cl)=C(C=CC=1)N(Cl)Cl.Cl[C:13]1[C:18]([NH2:19])=[C:17](Cl)[C:16]([Cl:21])=[C:15](Cl)[C:14]=1[Cl:23].C1(C)C(O)=CC=CC=1.Cl.[H][H].[OH-].[Na+]>[Pd].C.[Ta].O.C1(C)C=CC=CC=1>[Cl:21][C:16]1[CH:17]=[C:18]([CH:13]=[C:14]([Cl:23])[CH:15]=1)[NH2:19] |f:0.1,5.6,7.8|. Reported procedure: 131 parts of a tetrachloroaniline/pentachloroaniline isomer mixture (according to Example 2), 200 parts of o-cresol and 20 parts of a Pd/charcoal catalyst (1% strength) and 5 parts of concentrated hydrochloric acid are reacted with hydrogen at 175° C. and under 50 bar in a tantalum autoclave, in the course of 10 hours. After the autoclave has been cooled and the pressure released, the mixture is rendered alkaline with 200 parts of toluene, 400 parts of water and 250 parts of aqueous concentrated... Starting materials: COP(OC)(=O)C(C(C)=O)=[N+]=[N-] (dimethyl(1-diazo-2-oxopropyl)phosphonate), COP(OC)(=O)C(C(C)=O)=[N+]=[N-] (Dimethyl(1-diazo-2-oxopropyl)phosphonate), C(C)(C)(C)NC=1C(=NC2=CC=CC(=C2N1)C1=CC=2C(NCCC2N1)=O)C=O (3-(tert-butylamino)-5-(4-oxo-4,5,6,7-tetrahydro-1H-pyrrolo[3,2-c]pyridin-2-yl)quinoxaline-2-carbaldehyde), C(=O)([O-])[O-].[K+].[K+] (K2CO3), CO.C(Cl)Cl (MeOH DCM). The solvent is CO (MeOH), CCOCC (Et2O). Run at temperature 23 celsius, time 16 hour. The product is C(C)(C)(C)NC=1C(=NC2=CC=CC(=C2N1)C1=CC=2C(NCCC2N1)=O)C#C (2-(3-(tert-butylamino)-2-ethynylquinoxalin-5-yl)-6,7-dihydro-1H-pyrrolo[3,2-c]pyridin-4(5H)-one). Isolated yield 15.6%. As a reaction SMILES: COP([C:7](=[N+:11]=[N-])[C:8](=O)[CH3:9])(=O)OC.[C:13]([NH:17][C:18]1C(C=O)=N[C:21]2[C:26]([N:27]=1)=[C:25]([C:28]1[NH:36][C:35]3[CH2:34][CH2:33][NH:32][C:31](=[O:37])[C:30]=3[CH:29]=1)[CH:24]=[CH:23][CH:22]=2)([CH3:16])([CH3:15])[CH3:14].C([O-])([O-])=O.[K+].[K+].CO.C(Cl)Cl>CO.CCOCC>[C:13]([NH:17][C:18]1[C:7]([C:8]#[CH:9])=[N:11][C:21]2[C:26]([N:27]=1)=[C:25]([C:28]1[NH:36][C:35]3[CH2:34][CH2:33][NH:32][C:31](=[O:37])[C:30]=3[CH:29]=1)[CH:24]=[CH:23][CH:22]=2)([CH3:16])([CH3:14])[CH3:15] |f:2.3.4,5.6|. Procedure: Dimethyl(1-diazo-2-oxopropyl)phosphonate (Anichem, Inc., North Brunswick, N.J.; 8.63 μl, 0.06 mmol) was added to a suspension of 3-(tert-butylamino)-5-(4-oxo-4,5,6,7-tetrahydro-1H-pyrrolo[3,2-c]pyridin-2-yl)quinoxaline-2-carbaldehyde (307b) (19.0 mg, 0.05 mmol) and K2CO3 (28.9 mg, 0.21 mmol) in MeOH (1.0 mL) and the resulting mixture was stirred at 23° C. for 16 h. Additional dimethyl(1-diazo-2-oxopropyl)phosphonate (20 μl, 0.13 mmol) was added, and the resulting mixture was stirred at 23° C. fo... Starting materials: C=1(C(=CC=CC1)CO)C=1C(=CC=CC1)CO (2,2′-biphenyldimethanol), N1=CC=CC=C1 (pyridine), O1CCCC1 (tetrahydrofuran), C(C1=CC=CC=C1)(=O)Cl (benzoyl chloride). Product: C(C1=CC=CC=C1)(=O)OCC=1C(=CC=CC1)C=1C(=CC=CC1)COC(C1=CC=CC=C1)=O (2,2′-biphenyldimethanol dibenzoate). Isolated yield 93.0%. Reaction SMILES: [C:1]1([C:9]2[C:10]([CH2:15][OH:16])=[CH:11][CH:12]=[CH:13][CH:14]=2)[C:2]([CH2:7][OH:8])=[CH:3][CH:4]=[CH:5][CH:6]=1.N1C=C[CH:20]=[CH:19][CH:18]=1.[C:23](Cl)(=[O:30])[C:24]1[CH:29]=[CH:28][CH:27]=[CH:26][CH:25]=1.[O:32]1[CH2:36][CH2:35][CH2:34][CH2:33]1>>[C:23]([O:16][CH2:15][C:10]1[C:9]([C:1]2[C:2]([CH2:7][O:8][C:36](=[O:32])[C:35]3[CH:20]=[CH:19][CH:18]=[CH:33][CH:34]=3)=[CH:3][CH:4]=[CH:5][CH:6]=2)=[CH:14][CH:13]=[CH:12][CH:11]=1)(=[O:30])[C:24]1[CH:29]=[CH:28][CH:27]=[CH:26][CH:25]=1. Procedure: To 0.03 mol 2,2′-biphenyldimethanol was added 30 ml tetrahydrofuran and 0.09 mol pyridine, then added 0.075 mol benzoyl chloride with stirring. The reaction mixture was heated refluxing for 4 hours, cooled and added 20 ml saturated saline. The mixture was extracted with ethyl acetate, and extract was dried over anhydrous sodium sulfate. The solvent was removed. Column chromatography gave 2,2′-biphenyldimethanol dibenzoate as a colorless viscous liquid, and the yield was 93%. Product: NC1=NC=CC2=C1C=C(O2)CN (4-Amino-2-(aminomethyl)furo[3,2-c]pyridine). Starting materials: NC1=NC=CC2=C1C=C(O2)C#N (4-amino-furo[3,2-c]pyridine-2-carbonitrile), NC1=NC=CC2=CC=C(C=C12)CN (1-amino-7-(aminomethyl)isoquinoline). Procedure details: This compound was prepared from 4-amino-furo[3,2-c]pyridine-2-carbonitrile (5.7 g), using the procedure described for 1-amino-7-(aminomethyl)isoquinoline. Yield: 3.5 g (60%); yellow crystals; m.p. 142-144° C.; EI-MS: 163 (M+). Reaction SMILES: [NH2:1][C:2]1[C:7]2[CH:8]=[C:9]([C:11]#[N:12])[O:10][C:6]=2[CH:5]=[CH:4][N:3]=1.NC1C2C(=CC=C(CN)C=2)C=CN=1>>[NH2:1][C:2]1[C:7]2[CH:8]=[C:9]([CH2:11][NH2:12])[O:10][C:6]=2[CH:5]=[CH:4][N:3]=1. Reactants: B, C=CCC1(c2ccc(F)cc2)CCN(C2CCCN(C(=O)OCc3ccccc3)C2)C(=O)O1, C1CCOC1, C1CCOC1. Product: O=C(OCc1ccccc1)N1CCCC(N2CCC(CCCO)(c3ccc(F)cc3)OC2=O)C1. Reaction SMILES: [BH3:34].[CH2:1]([CH:2]=[CH2:3])[C:4]1([c:27]2[cH:28][cH:29][c:30]([F:33])[cH:31][cH:32]2)[CH2:5][CH2:6][N:7]([CH:11]2[CH2:12][N:13]([C:17](=[O:18])[O:19][CH2:20][c:21]3[cH:22][cH:23][cH:24][cH:25][cH:26]3)[CH2:14][CH2:15][CH2:16]2)[C:8](=[O:10])[O:9]1.[CH2:35]1[CH2:38][CH2:37][CH2:36][O:39]1.[CH2:40]1[O:41][CH2:42][CH2:43][CH2:44]1>>[CH2:1]([CH2:2][CH2:3][OH:39])[C:4]1([c:27]2[cH:28][cH:29][c:30]([F:33])[cH:31][cH:32]2)[CH2:5][CH2:6][N:7]([CH:11]2[CH2:12][N:13]([C:17](=[O:18])[O:19][CH2:20][c:21]3[cH:22][cH:23][cH:24][cH:25][cH:26]3)[CH2:14][CH2:15][CH2:16]2)[C:8](=[O:10])[O:9]1.